Dataset: the Open Reaction Database (ORD), a public repository of structured organic reaction records. Task: describe an organic reaction: reactants, conditions, products, and yield The reactants are C(C1=CC=CC=C1)OC(=O)N[C@@H](CCCCN)C(=O)O (Nα -benzyloxycarbonyl-L-lysine), C(C)(C)(C)OC(=O)NCC(=O)O (tert.-butyloxycarbonylglycine), ON1N=NC2=C1C=CC=C2 (1-hydroxybenzotriazole), C1(CCCCC1)N=C=NC1CCCCC1 (N,N'-dicyclohexylcarbodiimide). The solvent is C1CCOC1.CN(C)C=O (THF DMF), C(C)N(CC)CC (triethylamine). Yields the product C(C1=CC=CC=C1)OC(=O)N[C@@H](CCCCNC(CNC(=O)OC(C)(C)C)=O)C(=O)O (Nα -Benzyloxycarbonyl-Nε -(tert.-butyloxycarbo nylglycyl)-L-lysine). RXN SMILES: [CH2:1]([O:8][C:9]([NH:11][C@H:12]([C:18]([OH:20])=[O:19])[CH2:13][CH2:14][CH2:15][CH2:16][NH2:17])=[O:10])[C:2]1[CH:7]=[CH:6][CH:5]=[CH:4][CH:3]=1.[C:21]([O:25][C:26]([NH:28][CH2:29][C:30](O)=[O:31])=[O:27])([CH3:24])([CH3:23])[CH3:22].ON1C2C=CC=CC=2N=N1.C1(N=C=NC2CCCCC2)CCCCC1>C1COCC1.CN(C=O)C.C(N(CC)CC)C>[CH2:1]([O:8][C:9]([NH:11][C@H:12]([C:18]([OH:20])=[O:19])[CH2:13][CH2:14][CH2:15][CH2:16][NH:17][C:30](=[O:31])[CH2:29][NH:28][C:26]([O:25][C:21]([CH3:23])([CH3:22])[CH3:24])=[O:27])=[O:10])[C:2]1[CH:3]=[CH:4][CH:5]=[CH:6][CH:7]=1 |f:4.5|. Reported procedure: 9 g of Nα -benzyloxycarbonyl-L-lysine, 5.6 g of tert.-butyloxycarbonylglycine, 3.2 g of triethylamine, 4.9 g of 1-hydroxybenzotriazole and 7.9 g of N,N'-dicyclohexylcarbodiimide are stirred in 100 ml of THF/DMF (7:3) for 1 hour at 0° C. and over night at ambient temperature. After the urea has been filtered off the mixture is concentrated by evaporation, the residue is taken up in ethyl acetate, extracted with saturated KHSO4 solution, washed with water, dried over MgSO4 and concentrated by evap... The reactants are ethyl ester, C1(=CC=CC=C1)C=1C=CC2=C(CCC(O2)C(=O)O)C1 (3,4-dihydro-6-phenyl-2H-1-benzopyran-2-carboxylic acid), C(C=C)N (2-propenamine). Product: C1(=CC=CC=C1)C=1C=CC2=C(CCC(O2)C(=O)NCC=C)C1 (3,4-Dihydro-6-phenyl-N-(2-propenyl)-2H-1-benzopyran-2-carboxamide). Reaction SMILES: [C:1]1([C:7]2[CH:8]=[CH:9][C:10]3[O:15][CH:14]([C:16]([OH:18])=O)[CH2:13][CH2:12][C:11]=3[CH:19]=2)[CH:6]=[CH:5][CH:4]=[CH:3][CH:2]=1.[CH2:20]([NH2:23])[CH:21]=[CH2:22]>>[C:1]1([C:7]2[CH:8]=[CH:9][C:10]3[O:15][CH:14]([C:16]([NH:23][CH2:20][CH:21]=[CH2:22])=[O:18])[CH2:13][CH2:12][C:11]=3[CH:19]=2)[CH:2]=[CH:3][CH:4]=[CH:5][CH:6]=1. Procedure details: 4 Was prepared as a white solid, mp: 123°-124° C. from the ethyl ester of 3,4-dihydro-6-phenyl-2H-1-benzopyran-2-carboxylic acid (Witiak et al. (1975)) and 2-propenamine by the procedure described in the last paragraph of Example 2. Reactants: CS(=O)(=O)O[C@](C(F)(F)F)(C#CC1CC1)C1=C(C=CC(=C1)F)N ((R)-2-(2-Amino-5-fluorophenyl)-4-cyclopropyl-1,1,1-trifluorobut-3-yn-2-ol methanesulfonate), C(=O)([O-])[O-].[Na+].[Na+] (Na2CO3), C(=O)([O-])[O-].[Na+].[Na+] (Na2CO3), [H][H] (hydrogen), heptanes, example 4, [OH-].[Na+] (caustic soda), ClC(Cl)(OC(OC(Cl)(Cl)Cl)=O)Cl (triphosgene). The solvent is ethyl acetate heptanes. Conditions: temperature 15 celsius, time 5 minute. Product: C1(CC1)C#C[C@]1(OC(NC2=C1C=C(C=C2)F)=O)C(F)(F)F ((R)-4-(Cyclopropylethynyl)-6-fluoro-4-(trifluoromethyl)-1,4-dihydro-2H-3,1-benzoxazin-2-one). Reaction SMILES: CS([O:5][C@@:6]([C:16]1[CH:21]=[C:20]([F:22])[CH:19]=[CH:18][C:17]=1[NH2:23])([C:11]#[C:12][CH:13]1[CH2:15][CH2:14]1)[C:7]([F:10])([F:9])[F:8])(=O)=O.[OH-].[Na+].[C:26]([O-])([O-])=[O:27].[Na+].[Na+].ClC(Cl)(OC(=O)OC(Cl)(Cl)Cl)Cl.[H][H]>>[CH:13]1([C:12]#[C:11][C@:6]2([C:7]([F:10])([F:9])[F:8])[C:16]3[CH:21]=[C:20]([F:22])[CH:19]=[CH:18][C:17]=3[NH:23][C:26](=[O:27])[O:5]2)[CH2:15][CH2:14]1 |f:1.2,3.4.5|. Procedure: (R)-2-(2-Amino-5-fluorophenyl)-4-cyclopropyl-1,1,1-trifluorobut-3-yn-2-ol methanesulfonate (CN46619-MSA) of example 4 (14.0 g, 33.5 mmol) in ethyl acetate/heptanes (40 g, 6/4 v/v) was charged to a jacketed 150 mL-reactor with agitator and off-gas scrubber with caustic soda. After addition of aqueous Na2CO3 (12%-w/w, 26.9 g, 30.3 mmol) the mixture was stirred for 5 min at 15° C. The aqueous phase was separated and discarded. Aqueous Na2CO3 (12%-w/w, 34.1 g, 38.4 mmol) was charged to the organic p... Starting materials: NC=1N(C2=CC=CC=C2C1C#N)C (2-amino-1-methyl-1H-indole-3-carbonitrile), C(CC(=O)C)(=O)OCC (ethyl acetoacetate). Yields the product NC1=C(C(=NC=2N(C3=CC=CC=C3C21)C)C)C(=O)OCC (4-Amino-2,9-dimethyl-9H-pyrido[2,3-b]indole-3-carboxylic acid, ethyl ester). As a reaction SMILES: [NH2:1][C:2]1[N:3]([CH3:13])[C:4]2[C:9]([C:10]=1[C:11]#[N:12])=[CH:8][CH:7]=[CH:6][CH:5]=2.[C:14]([O:20][CH2:21][CH3:22])(=[O:19])[CH2:15][C:16]([CH3:18])=O>>[NH2:12][C:11]1[C:10]2[C:9]3[C:4](=[CH:5][CH:6]=[CH:7][CH:8]=3)[N:3]([CH3:13])[C:2]=2[N:1]=[C:16]([CH3:18])[C:15]=1[C:14]([O:20][CH2:21][CH3:22])=[O:19]. Reported procedure: The title compound was prepared from 2-amino-1-methyl-1H-indole-3-carbonitrile (D22) and ethyl acetoacetate using a method similar to that described in Description 2. Reactants: ClC=1C=C(C=C(C1C[C@H]1C(OC(C1)O)=O)Cl)C1=CC=C(C=C1)C(=O)N1CCC(CC1)C(F)(F)F ((R)-3-[3,5-Dichloro-4′-(4-trifluoromethyl-piperidine-1-carbonyl)-biphenyl-4-ylmethyl]-5-hydroxy-dihydro-furan-2-one), NN1CCC(CC1)O (1-Amino-piperidin-4-ol), C(C)(=O)O[BH-](OC(C)=O)OC(C)=O.[Na+] (sodium triacetoxyborohydride). Solvent: C(C)#N (acetonitrile). Run at temperature 50 celsius, time 8 hour. Yields the product ClC=1C=C(C=C(C1C[C@H]1C(N(CC1)N1CCC(CC1)O)=O)Cl)C1=CC=C(C=C1)C(=O)N1CCC(CC1)C(F)(F)F ((R)-3-[3,5-Dichloro-4′-(4-trifluoromethyl-piperidine-1-carbonyl)-biphenyl-4-ylmethyl]-1-(4-hydroxy-piperidin-1-yl)-pyrrolidin-2-one). Isolated yield 20.8%. As a reaction SMILES: [NH2:1][N:2]1[CH2:7][CH2:6][CH:5]([OH:8])[CH2:4][CH2:3]1.[Cl:9][C:10]1[CH:11]=[C:12]([C:25]2[CH:30]=[CH:29][C:28]([C:31]([N:33]3[CH2:38][CH2:37][CH:36]([C:39]([F:42])([F:41])[F:40])[CH2:35][CH2:34]3)=[O:32])=[CH:27][CH:26]=2)[CH:13]=[C:14]([Cl:24])[C:15]=1[CH2:16][C@@H:17]1[CH2:21][CH:20](O)[O:19][C:18]1=O.C(O[BH-](OC(=O)C)OC(=O)C)(=O)C.[Na+]>C(#N)C>[Cl:24][C:14]1[CH:13]=[C:12]([C:25]2[CH:26]=[CH:27][C:28]([C:31]([N:33]3[CH2:38][CH2:37][CH:36]([C:39]([F:42])([F:41])[F:40])[CH2:35][CH2:34]3)=[O:32])=[CH:29][CH:30]=2)[CH:11]=[C:10]([Cl:9])[C:15]=1[CH2:16][C@@H:17]1[CH2:21][CH2:20][N:1]([N:2]2[CH2:7][CH2:6][CH:5]([OH:8])[CH2:4][CH2:3]2)[C:18]1=[O:19] |f:2.3|. Procedure details: Dissolve 1-Amino-piperidin-4-ol (0.204 g, 1.1 eq.) in acetonitrile (3 mL) and heat the solution to 50° C. When the temperature reaches 35° C., add (R)-3-[3,5-Dichloro-4′-(4-trifluoromethyl-piperidine-1-carbonyl)-biphenyl-4-ylmethyl]-5-hydroxy-dihydro-furan-2-one (0.829 g, 1 eq.) and continue heating to 50° C. for 1 hour. Allow the reaction to cool to room temperature and add sodium triacetoxyborohydride (0.508 g, 1.5 eq.). Allow the reaction to stir overnight at room temperature. Add water and e...